Dataset: the Open Reaction Database (ORD), a public repository of structured organic reaction records. Task: describe an organic reaction: reactants, conditions, products, and yield The reactants are NC1=CC=C(CC=2C=C3CC(NC3=CC2)=O)C=C1 (5-(4-Amino-benzyl)-1,3-dihydro-indol-2-one), acid chloride, C(C)N1N=C(C=C1C(=O)O)C (2-Ethyl-5-methyl-2H-pyrazole-3-carboxylic acid), S(=O)(Cl)Cl (thionyl chloride). Solvent: C1CCOC1 (THF). Conditions: temperature 79 celsius, time 2 hour. The product is O=C1NC2=CC=C(C=C2C1)CC1=CC=C(C=C1)NC(=O)C=1N(N=C(C1)C)CC (2-Ethyl-5-methyl-2H-pyrazole-3-carboxylic acid [4-(2-oxo-2,3-dihydro-1H-indol-5-ylmethyl)-phenyl]-amide). The yield is 44.9%. Reaction SMILES: [CH2:1]([N:3]1[C:7]([C:8]([OH:10])=O)=[CH:6][C:5]([CH3:11])=[N:4]1)[CH3:2].S(Cl)(Cl)=O.[NH2:16][C:17]1[CH:33]=[CH:32][C:20]([CH2:21][C:22]2[CH:23]=[C:24]3[C:28](=[CH:29][CH:30]=2)[NH:27][C:26](=[O:31])[CH2:25]3)=[CH:19][CH:18]=1>C1COCC1>[O:31]=[C:26]1[CH2:25][C:24]2[C:28](=[CH:29][CH:30]=[C:22]([CH2:21][C:20]3[CH:19]=[CH:18][C:17]([NH:16][C:8]([C:7]4[N:3]([CH2:1][CH3:2])[N:4]=[C:5]([CH3:11])[CH:6]=4)=[O:10])=[CH:33][CH:32]=3)[CH:23]=2)[NH:27]1. Procedure details: A dry 25 mL flask was charged with 2-Ethyl-5-methyl-2H-pyrazole-3-carboxylic acid (0.168 g, 1.09 mmol) and thionyl chloride (4 mL) and allowed to stir at 79° C. for 2 h. The thionyl chloride was then removed by distillation. The crude acid chloride was cooled to 65° C., and then dissolved in THF (5 mL). 5-(4-Amino-benzyl)-1,3-dihydro-indol-2-one (0.200 g, 0.840 mmol) was added to the THF solution of the acid chloride, and the mixture was allowed to reflux overnight. Subsequently, the reaction mi... Starting materials: CS(=O)(=O)OCCN1CCN(CC1)CC(=O)NC=1C(=NC(=CC1SC)C)SC (2-[4-(2-methanesulfonyloxyethyl)piperazin-1-yl]-N-[2,4-bis(methylthio)-6-methyl-3-pyridyl]acetamide), SC=1NC=2C(=NC=CC2)N1 (2-mercaptoimidazolo[4,5-b]pyridine), C1COCCOCCOCCOCCOCCO1 (18-crown-6), C([O-])([O-])=O.[K+].[K+] (potassium carbonate). The solvent is CN(C)C=O (DMF), CN(C)C=O (DMF), O (water). Yields the product N1C(=NC2=NC=CC=C21)SCCN2CCN(CC2)CC(=O)NC=2C(=NC(=CC2SC)C)SC (2-[4-[2-(imidazolo[4,5-b]pyridin-2-ylthio)ethyl]piperazin-1-yl]-N-[2,4-bis(methylthio)-6-methyl-3-pyridyl]acetamide). Isolated yield 40.0%. As a reaction SMILES: [SH:1][C:2]1[NH:3][C:4]2[C:5]([N:10]=1)=[N:6][CH:7]=[CH:8][CH:9]=2.C1OCCOCCOCCOCCOCCOC1.C(=O)([O-])[O-].[K+].[K+].CS(O[CH2:40][CH2:41][N:42]1[CH2:47][CH2:46][N:45]([CH2:48][C:49]([NH:51][C:52]2[C:53]([S:61][CH3:62])=[N:54][C:55]([CH3:60])=[CH:56][C:57]=2[S:58][CH3:59])=[O:50])[CH2:44][CH2:43]1)(=O)=O>CN(C=O)C.O>[NH:3]1[C:4]2[C:5](=[N:6][CH:7]=[CH:8][CH:9]=2)[N:10]=[C:2]1[S:1][CH2:40][CH2:41][N:42]1[CH2:47][CH2:46][N:45]([CH2:48][C:49]([NH:51][C:52]2[C:53]([S:61][CH3:62])=[N:54][C:55]([CH3:60])=[CH:56][C:57]=2[S:58][CH3:59])=[O:50])[CH2:44][CH2:43]1 |f:2.3.4|. Procedure details: To a solution of 2-mercaptoimidazolo[4,5-b]pyridine (38.1 mg, 0.252 mmol) in DMF (0.5 ml) were added 18-crown-6 (6.6 mg, 0.025 mmol) and potassium carbonate (63 mg, 0.454 mmol) and the mixture was stirred. Then to the mixture was dropped a solution of crude 2-[4-(2-methanesulfonyloxyethyl)piperazin-1-yl]-N-[2,4-bis(methylthio)-6-methyl-3-pyridyl]acetamide in DMF (1 ml) and stirred at 80° C. for 2 hours. The reaction mixture was diluted with water and extracted with ethyl acetate. The organic lay... Reactants: BrC1=C(C=C(C=C1)C(F)(F)F)F (1-bromo-2-fluoro-4-(trifluoromethyl)benzene), CC1(OB(OC1(C)C)C=1C=NC=C(C(=O)OC)C1)C (methyl 5-(4,4,5,5-tetramethyl-1,3,2-dioxaborolan-2-yl)nicotinate). Yields the product FC1=C(C=CC(=C1)C(F)(F)F)C=1C=NC=C(C(=O)OC)C1 (Methyl 5-[2-fluoro-4-(trifluoromethyl)phenyl]nicotinate). As a reaction SMILES: Br[C:2]1[CH:7]=[CH:6][C:5]([C:8]([F:11])([F:10])[F:9])=[CH:4][C:3]=1[F:12].CC1(C)C(C)(C)OB([C:21]2[CH:22]=[N:23][CH:24]=[C:25]([CH:30]=2)[C:26]([O:28][CH3:29])=[O:27])O1>>[F:12][C:3]1[CH:4]=[C:5]([C:8]([F:11])([F:10])[F:9])[CH:6]=[CH:7][C:2]=1[C:21]1[CH:22]=[N:23][CH:24]=[C:25]([CH:30]=1)[C:26]([O:28][CH3:29])=[O:27]. Reported procedure: According to General Method 1A, 5.0 g (20.6 mmol) of 1-bromo-2-fluoro-4-(trifluoromethyl)benzene and 13.53 g (51.44 mmol) of methyl 5-(4,4,5,5-tetramethyl-1,3,2-dioxaborolan-2-yl)nicotinate were reacted. Yield: 3.6 g (58% of theory) Reaction conditions: time 14 hour. Reactants: FC1=C(C2=CN(N=C2C=C1)C)[C@@H]1[C@H](C1)CNC(OC(C)(C)C)=O (tert-butyl {[(1S,2S)-2-(5-fluoro-2-methyl-2H-indazol-4-yl)cyclopropyl]methyl}carbamate), Cl.CO (hydrochloric acid methanol). Yields the product Cl.Cl.FC1=C(C2=CN(N=C2C=C1)C)[C@@H]1[C@H](C1)CN (1-[(1S,2S)-2-(5-fluoro-2-methyl-2H-indazol-4-yl)cyclopropyl]methanamine dihydrochloride). As a reaction SMILES: [F:1][C:2]1[CH:10]=[CH:9][C:8]2[C:4](=[CH:5][N:6]([CH3:11])[N:7]=2)[C:3]=1[C@H:12]1[CH2:14][C@@H:13]1[CH2:15][NH:16]C(=O)OC(C)(C)C.[ClH:24].CO>CO>[ClH:24].[ClH:24].[F:1][C:2]1[CH:10]=[CH:9][C:8]2[C:4](=[CH:5][N:6]([CH3:11])[N:7]=2)[C:3]=1[C@H:12]1[CH2:14][C@@H:13]1[CH2:15][NH2:16] |f:1.2,4.5.6|. Isolated yield 100.0%. Run in CO (methanol). Procedure details: To a solution of tert-butyl {[(1S,2S)-2-(5-fluoro-2-methyl-2H-indazol-4-yl)cyclopropyl]methyl}carbamate (315 mg, 0.986 mmol) in methanol (1 mL) was added hydrochloric acid-methanol reagent (manufactured by TCI, 3 mL) solution, and the mixture was stirred at room temperature for 14 hr. The solvent was concentrated under reduced pressure and the obtained crystals were washed with ethyl acetate to give the title compound (297 mg, yield 100%). Reactants: N[C@H](C(=O)O)CC1=CC=C(C=C1)OCC1=CC=CC=C1 ((S)-2-amino-3-(4-benzyloxy-phenyl)-propionic acid), FC1=CC=C(C=C1)S(=O)(=O)Cl (4-fluoro-benzenesulfonyl chloride), C([O-])([O-])=O.[Na+].[Na+] (sodium carbonate). Run in O1CCCC1 (tetrahydrofuran), O (water). Conditions: time 3 day. Yields the product C(C1=CC=CC=C1)OC1=CC=C(C=C1)C[C@@H](C(=O)O)NS(=O)(=O)C1=CC=C(C=C1)F ((S)-3-(4-Benzyloxy-phenyl)-2-(4-fluoro-benzenesulfonylamino)-propionic acid). As a reaction SMILES: [NH2:1][C@@H:2]([CH2:6][C:7]1[CH:12]=[CH:11][C:10]([O:13][CH2:14][C:15]2[CH:20]=[CH:19][CH:18]=[CH:17][CH:16]=2)=[CH:9][CH:8]=1)[C:3]([OH:5])=[O:4].[F:21][C:22]1[CH:27]=[CH:26][C:25]([S:28](Cl)(=[O:30])=[O:29])=[CH:24][CH:23]=1.C(=O)([O-])[O-].[Na+].[Na+]>O1CCCC1.O>[CH2:14]([O:13][C:10]1[CH:11]=[CH:12][C:7]([CH2:6][C@H:2]([NH:1][S:28]([C:25]2[CH:26]=[CH:27][C:22]([F:21])=[CH:23][CH:24]=2)(=[O:30])=[O:29])[C:3]([OH:5])=[O:4])=[CH:8][CH:9]=1)[C:15]1[CH:20]=[CH:19][CH:18]=[CH:17][CH:16]=1 |f:2.3.4|. Procedure details: A mixture of (S)-2-amino-3-(4-benzyloxy-phenyl)-propionic acid (2.7 g, 0.010 mol), 4-fluoro-benzenesulfonyl chloride (2.0 g, 0.010 mol), and sodium carbonate (2.2 g, 0.020 mol) in a mixture of tetrahydrofuran (20 mL) and water (20 mL) was stirred at room temperature for 3 days. The reaction mixture was partitioned between ethyl acetate and 1 M hydrochloric acid. The organic layer was washed with saturated sodium chloride solution, dried (MgSO4), and rotary-evaporated under reduced pressure to gi... The reactants are purine nucleoside, [C@@H]1(C[C@H](O)[C@@H](CO)O1)N1C(=O)NC(=O)C(C)=C1 (Thymidine), purine nucleoside, purine nucleoside, [C@@H]1(C[C@H](O)[C@@H](CO)O1)N1C(=O)NC(=O)C(C)=C1 (thymidine), IC1=C2NC=NC2=NC=N1 (6-Iodopurine), F[C@H]1[C@@H](O[C@@H]([C@H]1O)CO)N1C(=O)NC(=O)C=C1 (1-(2-deoxy-2-fluoro-β-D-ribofuranosyl)uracil), [C@@H]1(C[C@H](O)[C@@H](CO)O1)N1C(=O)NC(=O)C(C)=C1 (thymidine), [N-]=[N+]=[N-].[K+] (potassium azide), [N-]=[N+]=[N-].[K+] (potassium azide). The solvent is P(=O)([O-])([O-])[O-].[K+].[K+].[K+] (potassium phosphate), O (water), P(=O)([O-])([O-])[O-].[K+].[K+].[K+] (potassium phosphate). Run at temperature 37 celsius, time 8 hour. The product is F[C@H]1[C@@H](O[C@@H]([C@H]1O)CO)N1C2=NC=NC(=C2N=C1)I (9-(2-Deoxy-2-fluoro-β-D-ribofuranosyl)-6-iodo-9H-purine). As a reaction SMILES: [I:1][C:2]1[N:10]=[CH:9][N:8]=[C:7]2[C:3]=1[NH:4][CH:5]=[N:6]2.[F:11][C@@H:12]1[C@H:16]([OH:17])[C@@H:15]([CH2:18][OH:19])[O:14][C@H:13]1N1C=CC(=O)NC1=O.[N-]=[N+]=[N-].[K+].[C@@H]1(N2C=C(C)C(=O)NC2=O)O[C@H](CO)[C@@H](O)C1>P([O-])([O-])([O-])=O.[K+].[K+].[K+].O>[F:11][C@@H:12]1[C@H:16]([OH:17])[C@@H:15]([CH2:18][OH:19])[O:14][C@H:13]1[N:6]1[CH:5]=[N:4][C:3]2[C:7]1=[N:8][CH:9]=[N:10][C:2]=2[I:1] |f:2.3,5.6.7.8|. Procedure: 6-Iodopurine (Sigma Chemical Company; 0.7 g, 2.7 mmoles) and 1-(2-deoxy-2-fluoro-β-D-ribofuranosyl)uracil (0.4 g, 1.7 mmoles) which may be prepared according to J. F. Codington et al. (J. Org. Chem. 29:558, 1964) were suspended in 20 ml of 10 mM potassium phosphate buffer, pH 7.0, which contained 0.04% (w/v) potassium azide. Thymidine phosphorylase (2,640 I.U.) and purine nucleoside phosphorylase (4,360 I.U.) (T. A. Krenitsky et al., Biochemistry 20:3615, 1981 and U.S. Pat. No. 4,381,344) were a... Reactants: C(C)(C)(C)OC(=O)N1C(=CC2=C(C(=CC=C12)F)C#CC(=O)C=1N(C=C(C1C)C)C(=O)OC(C)(C)C)OC(=O)OC(C)(C)C (2-tert-butoxycarbonyloxy-4-[3-(1-tert-butoxycarbonyl-3,4-dimethyl-1H-pyrrol-2-yl)-3-oxo-prop-1-ynyl]-5-fluoro-indole-1-carboxylic acid tert-butyl ester), [I-].[Na+] (sodium iodide), C(=O)(C(F)(F)F)O (TFA). Solvent: C(C)(=O)OCC (ethyl acetate), C([O-])(O)=O.[Na+] (sodium bicarbonate). Reaction conditions: time 1.5 hour. Yields the product FC=1C(=C2CC(NC2=CC1)=O)C(=CC(C=1NC=C(C1C)C)=O)I (5-fluoro-4-[1-iodo-3-oxo-3-(3,4-dimethyl-1H-pyrrol-2-yl)-propenyl]-1,3-dihydro-indol-2-one). As a reaction SMILES: C(OC([N:8]1[C:16]2[C:11](=[C:12]([C:18]#[C:19][C:20]([C:22]3[N:23](C(OC(C)(C)C)=O)[CH:24]=[C:25]([CH3:28])[C:26]=3[CH3:27])=[O:21])[C:13]([F:17])=[CH:14][CH:15]=2)[CH:10]=[C:9]1[O:36]C(OC(C)(C)C)=O)=O)(C)(C)C.[I-:44].[Na+].C(O)(C(F)(F)F)=O>C(OCC)(=O)C.C(=O)(O)[O-].[Na+]>[F:17][C:13]1[C:12]([C:18]([I:44])=[CH:19][C:20](=[O:21])[C:22]2[NH:23][CH:24]=[C:25]([CH3:28])[C:26]=2[CH3:27])=[C:11]2[C:16](=[CH:15][CH:14]=1)[NH:8][C:9](=[O:36])[CH2:10]2 |f:1.2,5.6|. Procedure: To a mixture of 2-tert-butoxycarbonyloxy-4-[3-(1-tert-butoxycarbonyl-3,4-dimethyl-1H-pyrrol-2-yl)-3-oxo-prop-1-ynyl]-5-fluoro-indole-1-carboxylic acid tert-butyl ester (from Example 47 above) (0.79 g, 1.33 mmol) and sodium iodide (Aldrich, 0.50 g, 3.33 mmol) was slowly added TFA (Aldrich, 15 mL) at room temperature. The reaction mixture was stirred at room temperature for 1.5 hours, and then diluted with ethyl acetate and saturated aqueous sodium bicarbonate solution. After separation, the aqueo...